This data is from the Open Reaction Database (ORD), a public repository of structured organic reaction records. The task is: describe an organic reaction: reactants, conditions, products, and yield Reactants: Cl.C(C1=CC=CC=C1)OC([C@H]1NCCC1)=O (L-Proline benzyl ester hydrochloride), C(CCCCC(=O)O)(=O)O (adipic acid). The solvent is CCOC(=O)C (EtOAc). The product is C(C1=CC=CC=C1)OC(=O)[C@H]1N(CCC1)C(CCCCC(=O)N1[C@@H](CCC1)C(=O)OCC1=CC=CC=C1)=O ((S)-1-[6-[(S)-2-Benzyloxycarbonyl-pyrrolidin-1-yl]-6-oxo-hexanoyl]-pyrrolidine-2-carboxylic acid benzyl ester). The yield is 100.3%. RXN SMILES: Cl.[CH2:2]([O:9][C:10](=[O:16])[C@@H:11]1[CH2:15][CH2:14][CH2:13][NH:12]1)[C:3]1[CH:8]=[CH:7][CH:6]=[CH:5][CH:4]=1.[C:17]([OH:26])(=O)[CH2:18][CH2:19][CH2:20][CH2:21][C:22]([OH:24])=O>CCOC(C)=O>[CH2:2]([O:9][C:10]([C@@H:11]1[CH2:15][CH2:14][CH2:13][N:12]1[C:22](=[O:24])[CH2:21][CH2:20][CH2:19][CH2:18][C:17]([N:12]1[CH2:13][CH2:14][CH2:15][C@H:11]1[C:10]([O:9][CH2:2][C:3]1[CH:8]=[CH:7][CH:6]=[CH:5][CH:4]=1)=[O:16])=[O:26])=[O:16])[C:3]1[CH:4]=[CH:5][CH:6]=[CH:7][CH:8]=1 |f:0.1|. Procedure: Using General Procedure A with 1.0 g (4.1 mmol) L-Proline benzyl ester hydrochloride and 300 mg (2.1 mmol) adipic acid afforded, after flash chromatography (EtOAc), 1.07 g (100%) of the title compound as a colorless oil. MS m/e (%): 521 (M+H+, 100). Reactants: BrCCCCCCOCC1(COC1)C (3-[(6-bromohexyloxy)methyl]-3-methyloxetane), OC1=CC=C(C(=O)OCC)C=C1 (ethyl 4-hydroxybenzoate), C([O-])([O-])=O.[K+].[K+] (potassium carbonate), CN(C=O)C (dimethyl formamide). Solvent: O (Water). Conditions: temperature 90 celsius, time 4 hour. Yields the product CC1OCC1COCCCCCCOC1=CC=C(C(=O)OCC)C=C1 (ethyl 4-[6-(2-methyloxetane-3-ylmetoxy)hexyloxy)benzoate). Yield: 80.6%. As a reaction SMILES: Br[CH2:2][CH2:3][CH2:4][CH2:5][CH2:6][CH2:7][O:8][CH2:9][C:10]1(C)[CH2:13][O:12][CH2:11]1.[OH:15][C:16]1[CH:26]=[CH:25][C:19]([C:20]([O:22][CH2:23][CH3:24])=[O:21])=[CH:18][CH:17]=1.[C:27](=O)([O-])[O-].[K+].[K+].CN(C)C=O>O>[CH3:27][CH:11]1[CH:10]([CH2:9][O:8][CH2:7][CH2:6][CH2:5][CH2:4][CH2:3][CH2:2][O:15][C:16]2[CH:17]=[CH:18][C:19]([C:20]([O:22][CH2:23][CH3:24])=[O:21])=[CH:25][CH:26]=2)[CH2:13][O:12]1 |f:2.3.4|. Procedure details: A mixture of 3-[(6-bromohexyloxy)methyl]-3-methyloxetane (84 g), ethyl 4-hydroxybenzoate (50 g), potassium carbonate (50 g) and dimethyl formamide (600 mL) was stirred at 90° C. for 4 hours. Water was added to the reaction mixture to terminate the reaction and, after extraction with ethyl acetate, the liquid extract was washed with an aqueous solution of 2N-sodium hydroxide and water successively, and the organic layer was dried over anhydrous magnesium sulfate. The residues obtained by distilli... Reactants: ClC1CC2=C(SC3=C1C=C(C=C3)F)C=CC(=C2)C (10-chloro-8-fluoro-10,11-dihydro-2-methyl-dibenzo[b,f]thiepin), C(=O)(OCC)N1CCNCC1 (1-carbethoxy-piperazine), ice water. Run in C(Cl)(Cl)Cl (chloroform). The product is C(=O)(OCC)N1CCN(CC1)C1CC2=C(SC3=C1C=C(C=C3)F)C=CC(=C2)C (1-carbethoxy-4-[8-fluoro-10,11-dihydro-2-methyl-dibenzo[b,f]thiepin-10-yl]-piperazine). RXN SMILES: Cl[CH:2]1[C:8]2[CH:9]=[C:10]([F:13])[CH:11]=[CH:12][C:7]=2[S:6][C:5]2[CH:14]=[CH:15][C:16]([CH3:18])=[CH:17][C:4]=2[CH2:3]1.[C:19]([N:24]1[CH2:29][CH2:28][NH:27][CH2:26][CH2:25]1)([O:21][CH2:22][CH3:23])=[O:20]>C(Cl)(Cl)Cl>[C:19]([N:24]1[CH2:29][CH2:28][N:27]([CH:2]2[C:8]3[CH:9]=[C:10]([F:13])[CH:11]=[CH:12][C:7]=3[S:6][C:5]3[CH:14]=[CH:15][C:16]([CH3:18])=[CH:17][C:4]=3[CH2:3]2)[CH2:26][CH2:25]1)([O:21][CH2:22][CH3:23])=[O:20]. Reported procedure: 24 G. of 10-chloro-8-fluoro-10,11-dihydro-2-methyl-dibenzo[b,f]thiepin in 80 ml. of chloroform are heated under reflux for 20 hours with 38.4 g. of 1-carbethoxy-piperazine. The mixture is poured on to ice-water and extracted with chloroform. The organic phase is dried over magnesium sulfate, evaporated under reduced pressure, and there is obtained crude, oily 1-carbethoxy-4-[8-fluoro-10,11-dihydro-2-methyl-dibenzo[b,f]thiepin-10-yl]-piperazine. Isolated yield 97.9%. Procedure: A mixture of methyl N-[4′-(trifluoromethoxy)biphenyl-4-yl]oxamate (250 mg, 0.737 mmol), 3-methylbenzyl bromide (0.299 ml, 2.21 mmol), potassium carbonate (306 mg, 2.21 mmol), 18-crown-6 (20 mg, 0.074 mmol) and acetonitrile (10 ml) was stirred at 50° for 3 hors under argon atmosphere. The reaction mixture was cooled to room temperature, diluted with water, and extracted with ethyl acetate. The organic layer was washed with saturated brine, and dried over anhydrous sodium sulfate. The residue obta... Reaction SMILES: [F:1][C:2]([F:24])([F:23])[O:3][C:4]1[CH:9]=[CH:8][C:7]([C:10]2[CH:15]=[CH:14][C:13]([NH:16][C:17](=[O:22])[C:18]([O:20][CH3:21])=[O:19])=[CH:12][CH:11]=2)=[CH:6][CH:5]=1.[CH3:25][C:26]1[CH:27]=[C:28]([CH:31]=[CH:32][CH:33]=1)[CH2:29]Br.C(=O)([O-])[O-].[K+].[K+].C1OCCOCCOCCOCCOCCOC1>O.C(#N)C>[CH3:25][C:26]1[CH:27]=[C:28]([CH:31]=[CH:32][CH:33]=1)[CH2:29][N:16]([C:13]1[CH:12]=[CH:11][C:10]([C:7]2[CH:8]=[CH:9][C:4]([O:3][C:2]([F:23])([F:24])[F:1])=[CH:5][CH:6]=2)=[CH:15][CH:14]=1)[C:17](=[O:22])[C:18]([O:20][CH3:21])=[O:19] |f:2.3.4|. Yields the product CC=1C=C(CN(C(C(=O)OC)=O)C2=CC=C(C=C2)C2=CC=C(C=C2)OC(F)(F)F)C=CC1 (Methyl N-(3-methylbenzyl)-N-[4′-(trifluoromethoxy)biphenyl-4-yl]oxamate). Solvent: C(C)#N (acetonitrile), O (water). Starting materials: FC(OC1=CC=C(C=C1)C1=CC=C(C=C1)NC(C(=O)OC)=O)(F)F (methyl N-[4′-(trifluoromethoxy)biphenyl-4-yl]oxamate), CC=1C=C(CBr)C=CC1 (3-methylbenzyl bromide), C([O-])([O-])=O.[K+].[K+] (potassium carbonate), C1COCCOCCOCCOCCOCCO1 (18-crown-6). Reactants: O=C(OOC(=O)c1ccccc1)c1ccccc1, ClC(Cl)(Cl)Cl, Cc1cc(C)cc(Br)c1, CCCCCC, O=C1CCC(=O)N1Br. Product: Cc1cc(Br)cc(CBr)c1. As a reaction SMILES: [C:18]([O:19][O:20][C:21](=[O:22])[c:23]1[cH:24][cH:25][cH:26][cH:27][cH:28]1)(=[O:29])[c:30]1[cH:31][cH:32][cH:33][cH:34][cH:35]1.[C:36]([Cl:37])([Cl:38])([Cl:39])[Cl:40].[CH3:1][c:2]1[cH:3][c:4]([Br:9])[cH:5][c:6]([CH3:8])[cH:7]1.[CH3:41][CH2:42][CH2:43][CH2:44][CH2:45][CH3:46].[O:10]=[C:11]1[N:12]([Br:17])[C:13](=[O:14])[CH2:15][CH2:16]1>>[CH2:1]([c:2]1[cH:3][c:4]([Br:9])[cH:5][c:6]([CH3:8])[cH:7]1)[Br:17]. Reactants: C1=CC(=C(C=C1NC(=O)CI)C(=O)O)C2=C3C=CC(=O)C=C3OC4=C2C=CC(=C4)O (5-Iodoacetamido fluorescein). Solvent: CN(C=O)C (N,N-dimethylformamide), P(=O)([O-])([O-])[O-].[K+].[K+].[K+] (potassium phosphate). Reaction conditions: temperature 4 celsius. The product is C=1C=CC(=C(C1)C2=C3C=CC(=O)C=C3OC4=C2C=CC(=C4)O)C(=O)O (Fluorescein). Reaction SMILES: [CH:1]1[C:6](NC(CI)=O)=[CH:5][C:4]([C:12]([OH:14])=[O:13])=[C:3]([C:15]2[C:25]3[CH:26]=[CH:27][C:28]([OH:30])=[CH:29][C:24]=3[O:23][C:22]3[C:16]=2[CH:17]=[CH:18][C:19]([CH:21]=3)=[O:20])[CH:2]=1>CN(C)C=O.P([O-])([O-])([O-])=O.[K+].[K+].[K+]>[CH:1]1[CH:6]=[CH:5][C:4]([C:12]([OH:14])=[O:13])=[C:3]([C:15]2[C:16]3[CH:17]=[CH:18][C:19]([OH:20])=[CH:21][C:22]=3[O:23][C:24]3[C:25]=2[CH:26]=[CH:27][C:28]([CH:29]=3)=[O:30])[CH:2]=1 |f:2.3.4.5|. Procedure details: 5-Iodoacetamido fluorescein (5-IAF, 11 mg, 21 μmol) solution in N,N-dimethylformamide (DMF, 50 μL) was slowly added to oxyhemoglobin (60 mg/mL, 5 mL) in 50 mM potassium phosphate pH 7.0 with stirring at 4° C. After three hours of reaction at 4° C., the excess of 5-IAF was removed by extensive dialysis against 50 mM potassium phosphate pH 7.2 until no 5-IAF could be detected in the dialysate. The UV-visible absortion spectrum of the product showed a characteristic fluorescein absorption band at 4... Starting materials: B, Cc1c(CO[SiH](c2ccccc2)c2ccccc2)cc(-c2ccsc2C#N)c(C)c1C(C)(C)C, Cl, C1CCOC1. The product is Cc1c(CO[SiH](c2ccccc2)c2ccccc2)cc(-c2ccsc2CN)c(C)c1C(C)(C)C. As a reaction SMILES: [BH3:40].[C:1]([CH3:2])([CH3:3])([CH3:4])[c:5]1[c:6]([CH3:34])[c:7](-[c:27]2[c:28]([C:32]#[N:33])[s:29][cH:30][cH:31]2)[cH:8][c:9]([CH2:12][O:13][SiH:14]([c:15]2[cH:16][cH:17][cH:18][cH:19][cH:20]2)[c:21]2[cH:22][cH:23][cH:24][cH:25][cH:26]2)[c:10]1[CH3:11].[ClH:41].[O:35]1[CH2:36][CH2:37][CH2:38][CH2:39]1>>[C:1]([CH3:2])([CH3:3])([CH3:4])[c:5]1[c:6]([CH3:34])[c:7](-[c:27]2[c:28]([CH2:32][NH2:33])[s:29][cH:30][cH:31]2)[cH:8][c:9]([CH2:12][O:13][SiH:14]([c:15]2[cH:16][cH:17][cH:18][cH:19][cH:20]2)[c:21]2[cH:22][cH:23][cH:24][cH:25][cH:26]2)[c:10]1[CH3:11].